This data is from the Open Reaction Database (ORD), a public repository of structured organic reaction records. The task is: describe an organic reaction: reactants, conditions, products, and yield The reactants are BrB(Br)Br, COc1ccc(-n2c(-c3c(C)noc3C)c(C(=O)C(F)(F)F)c3ccccc32)cc1, ClCCl, C1COCCO1, O. The product is Cc1noc(C)c1-c1c(C(=O)C(F)(F)F)c2ccccc2n1-c1ccc(O)cc1. RXN SMILES: [B:31]([Br:32])([Br:33])[Br:34].[CH3:1][c:2]1[n:3][o:4][c:5]([CH3:30])[c:6]1-[c:7]1[n:8](-[c:22]2[cH:23][cH:24][c:25]([O:28][CH3:29])[cH:26][cH:27]2)[c:9]2[cH:10][cH:11][cH:12][cH:13][c:14]2[c:15]1[C:16]([C:17]([F:18])([F:19])[F:20])=[O:21].[Cl:42][CH2:43][Cl:44].[O:36]1[CH2:37][CH2:38][O:39][CH2:40][CH2:41]1.[OH2:35]>>[CH3:1][c:2]1[n:3][o:4][c:5]([CH3:30])[c:6]1-[c:7]1[n:8](-[c:22]2[cH:23][cH:24][c:25]([OH:28])[cH:26][cH:27]2)[c:9]2[cH:10][cH:11][cH:12][cH:13][c:14]2[c:15]1[C:16]([C:17]([F:18])([F:19])[F:20])=[O:21]. The reactants are CC(C)(C)OC(=O)OC(=O)OC(C)(C)C, CC(C)(C)OC(=O)N1CC(C)(C)N(C(=O)OC(C)(C)C)S1(=O)=O, CC1(C)CNS(=O)(=O)N1, CN(C)C=O, CCCCCC, [H-], [Na+], O. The product is CC1(C)CN(C(=O)OC(C)(C)C)S(=O)(=O)N1. As a reaction SMILES: [C:12]([O:13][C:14]([O:15][C:16]([O:17][C:18]([CH3:19])([CH3:20])[CH3:21])=[O:22])=[O:23])([CH3:24])([CH3:25])[CH3:26].[C:27]([O:28][C:29](=[O:30])[N:34]1[S:35](=[O:48])(=[O:49])[N:36]([C:41](=[O:42])[O:43][C:44]([CH3:45])([CH3:46])[CH3:47])[CH2:37][C:38]1([CH3:39])[CH3:40])([CH3:31])([CH3:32])[CH3:33].[CH3:1][C:2]1([CH3:3])[CH2:4][NH:5][S:6](=[O:7])(=[O:8])[NH:9]1.[CH3:50][N:51]([CH3:52])[CH:53]=[O:54].[CH3:56][CH2:57][CH2:58][CH2:59][CH2:60][CH3:61].[H-:10].[Na+:11].[OH2:55]>>[NH:34]1[S:35](=[O:48])(=[O:49])[N:36]([C:41](=[O:42])[O:43][C:44]([CH3:45])([CH3:46])[CH3:47])[CH2:37][C:38]1([CH3:39])[CH3:40]. Reactants: S([O-])(O)=O.[Na+] (sodium bisulfite), ClC=1C=CC(=C(C(=O)C2=CC=CC=C2)C1)O (5-chloro-2-hydroxybenzophenone), C(C)(=O)[O-].[Na+] (sodium acetate), ICl (iodine monochloride). Solvent: O (water), C(C)(=O)O (acetic acid). Reaction conditions: time 5 minute. Yields the product ClC=1C=C(C(=C(C(=O)C2=CC=CC=C2)C1)O)I (5-Chloro-2-Hydroxy-3-Iodobenzophenone). Reaction SMILES: [Cl:1][C:2]1[CH:3]=[CH:4][C:5]([OH:16])=[C:6]([CH:15]=1)[C:7]([C:9]1[CH:14]=[CH:13][CH:12]=[CH:11][CH:10]=1)=[O:8].C([O-])(=O)C.[Na+].[I:22]Cl.S(=O)(O)[O-].[Na+]>O.C(O)(=O)C>[Cl:1][C:2]1[CH:3]=[C:4]([I:22])[C:5]([OH:16])=[C:6]([CH:15]=1)[C:7]([C:9]1[CH:14]=[CH:13][CH:12]=[CH:11][CH:10]=1)=[O:8] |f:1.2,4.5|. Procedure: Add 5-chloro-2-hydroxybenzophenone (23.2 g., 0.1 mole) to acetic acid (150 ml.) and sodium acetate (9.3 g., 0.11 mole). Treat the mixture with iodine monochloride (16.5 g., 0.1 mole) and warm in a bath at 70°-85° for one hour. Cool and add 20 ml. of sodium bisulfite solution and then more water. After stirring for five minutes, collect and dry the title compound; m.p. 110°-111° C. Starting materials: CC(=O)c1ccc(OCc2ccccc2)c(C)c1, COCCOc1ccccc1C(=O)OC, Cl, [H-], [Na+], C1CCOC1, O. Product: COCCOc1ccccc1C(=O)CC(=O)c1ccc(OCc2ccccc2)c(C)c1. Reaction SMILES: [CH3:1][c:2]1[cH:3][c:4]([C:16]([CH3:17])=[O:18])[cH:5][cH:6][c:7]1[O:8][CH2:9][c:10]1[cH:11][cH:12][cH:13][cH:14][cH:15]1.[CH3:21][O:22][CH2:23][CH2:24][O:25][c:26]1[c:27]([C:28](=[O:29])[O:30][CH3:31])[cH:32][cH:33][cH:34][cH:35]1.[ClH:36].[H-:19].[Na+:20].[O:37]1[CH2:38][CH2:39][CH2:40][CH2:41]1.[OH2:42]>>[CH3:1][c:2]1[cH:3][c:4]([C:16]([CH2:17][C:28]([c:27]2[c:26]([O:25][CH2:24][CH2:23][O:22][CH3:21])[cH:35][cH:34][cH:33][cH:32]2)=[O:29])=[O:18])[cH:5][cH:6][c:7]1[O:8][CH2:9][c:10]1[cH:11][cH:12][cH:13][cH:14][cH:15]1. Yields the product CC(C)Oc1ccc(-n2cnn(C(C)C3(c4ccc(F)cc4F)CO3)c2=O)cc1. Reaction SMILES: [CH:15]([CH3:16])([CH3:17])[O:18][c:19]1[cH:20][cH:21][c:22](-[n:25]2[c:26](=[O:30])[nH:27][n:28][cH:29]2)[cH:23][cH:24]1.[F:1][c:2]1[c:3]([C:9]2([CH:12]([CH3:13])[OH:14])[O:10][CH2:11]2)[cH:4][cH:5][c:6]([F:8])[cH:7]1>>[F:1][c:2]1[c:3]([C:9]2([CH:12]([CH3:13])[n:27]3[c:26](=[O:30])[n:25](-[c:22]4[cH:21][cH:20][c:19]([O:18][CH:15]([CH3:16])[CH3:17])[cH:24][cH:23]4)[cH:29][n:28]3)[O:10][CH2:11]2)[cH:4][cH:5][c:6]([F:8])[cH:7]1. Starting materials: CC(C)Oc1ccc(-n2cn[nH]c2=O)cc1, CC(O)C1(c2ccc(F)cc2F)CO1. Reactants: C(CCC)C=1N(C2=C(C=NC=3C=CC=CC23)N1)CCO (2-(2-butyl-1H-imidazo[4,5-c]quinolin-1-yl)ethanol), C(C#C)Br (propargyl bromide). The product is C(CCC)C=1N(C2=C(C=NC=3C=CC=CC23)N1)CCOCC#C (2-butyl-1-[2-(prop-2-ynyloxy)ethyl]-1H-imidazo[4,5-c]quinoline). The yield is 70.5%. Reaction SMILES: [CH2:1]([C:5]1[N:6]([CH2:18][CH2:19][OH:20])[C:7]2[C:16]3[CH:15]=[CH:14][CH:13]=[CH:12][C:11]=3[N:10]=[CH:9][C:8]=2[N:17]=1)[CH2:2][CH2:3][CH3:4].[CH2:21](Br)[C:22]#[CH:23]>>[CH2:1]([C:5]1[N:6]([CH2:18][CH2:19][O:20][CH2:23][C:22]#[CH:21])[C:7]2[C:16]3[CH:15]=[CH:14][CH:13]=[CH:12][C:11]=3[N:10]=[CH:9][C:8]=2[N:17]=1)[CH2:2][CH2:3][CH3:4]. Reported procedure: Using the general method of Example 1 Part A, 2-(2-butyl-1H-imidazo[4,5-c]quinolin-1-yl)ethanol (5.0 g, 18.56 mmol) was reacted with propargyl bromide (80% in toluene, 6.3 mL, 55.62 mmol) to provide 4.02 g of 2-butyl-1-[2-(prop-2-ynyloxy)ethyl]-1H-imidazo[4,5-c]quinoline as a tan solid. Starting materials: C(#N)C1=NN2C(C=C1)=NC(=C2)C=2C=CC(=C(C2)NC(C(C)(C)C)=O)C(F)(F)F (N-[5-(6-cyanoimidazo[2,1-f]pyridazin-2-yl)-2-(trifluoromethyl)phenyl]-2,2-dimethyl-propanamide), CCO.CS(=O)C (EtOH DMSO), [OH-].[Na+] (NaOH), OO (H2O2). Run in O (water). Conditions: time 2 hour. The product is CC(C(=O)NC=1C=C(C=CC1C(F)(F)F)C=1N=C2C=CC(=NN2C1)C(=O)N)(C)C (2-[3-(2,2-dimethylpropanoylamino)-4-(trifluoromethyl)phenyl]imidazo[2,1-f]pyridazine-6-carboxamide). Yield: 60.0%. As a reaction SMILES: [C:1]([C:3]1[CH:8]=[CH:7][C:6]2=[N:9][C:10]([C:12]3[CH:13]=[CH:14][C:15]([C:25]([F:28])([F:27])[F:26])=[C:16]([NH:18][C:19](=[O:24])[C:20]([CH3:23])([CH3:22])[CH3:21])[CH:17]=3)=[CH:11][N:5]2[N:4]=1)#[N:2].CC[OH:31].CS(C)=O.[OH-].[Na+].OO>O>[CH3:21][C:20]([CH3:23])([CH3:22])[C:19]([NH:18][C:16]1[CH:17]=[C:12]([C:10]2[N:9]=[C:6]3[N:5]([CH:11]=2)[N:4]=[C:3]([C:1]([NH2:2])=[O:31])[CH:8]=[CH:7]3)[CH:13]=[CH:14][C:15]=1[C:25]([F:28])([F:26])[F:27])=[O:24] |f:1.2,3.4|. Procedure: An 8 mL vial is charged with N-[5-(6-cyanoimidazo[2,1-f]pyridazin-2-yl)-2-(trifluoromethyl)phenyl]-2,2-dimethyl-propanamide (0.019 g, 0.05 mmol), EtOH-DMSO (1.2 mL, 5:1), NaOH (0.1 mL, 1M in water), and H2O2 (0.1 mL, 30% in water). The mixture is stirred for 2 hr at room temp, diluted with water (4 mL), extracted EtOAc (2×) and CH2Cl2 (1 x). Organics are dried, concentrated onto celite and purified on silica (0-100% EtOAc in CH2Cl2) to give the title compound (12 mg, 60% yield). LCMS m/z=406.5 [... Starting materials: C1(=CC=CC=C1)SC (thioanisole), FC(S(=O)(=O)OC)(F)F (methyl trifluoromethanesulfonate), CCCCCC (n-hexane). Solvent: C(Cl)Cl (methylene chloride). Yields the product FC(S(=O)(=O)[O-])(F)F.C[S+](C1=CC=CC=C1)C (dimethylphenylsulfonium trifluoromethanesulfonate). RXN SMILES: [C:1]1([S:7][CH3:8])[CH:6]=[CH:5][CH:4]=[CH:3][CH:2]=1.[F:9][C:10]([F:17])([F:16])[S:11]([O:14]C)(=[O:13])=[O:12].[CH3:18]CCCCC>C(Cl)Cl>[F:9][C:10]([F:17])([F:16])[S:11]([O-:14])(=[O:13])=[O:12].[CH3:8][S+:7]([CH3:18])[C:1]1[CH:6]=[CH:5][CH:4]=[CH:3][CH:2]=1 |f:4.5|. Procedure: To a solution of thioanisole (2.48 g, 20 mmole) in methylene chloride (20 ml), methyl trifluoromethanesulfonate (3.28 g, 20 mmole) was added dropwise at 10° C. or below, and the mixture was refluxed for 2 hours with stirring. After cooling, the reaction solution was poured into n-hexane (75 ml), and the precipitate was filtered, washed with n-hexane and dried. The resultant crude solid (5.35 g) was recrystallized from iso-propanol to give 4.8 g of dimethylphenylsulfonium trifluoromethanesulfonat... Reactants: CC(=O)OCC(=O)Cl, CCOC1CC(C=C(C)C2OC(=O)C3CCCCN3C(=O)C(=O)C3(O)OC(C(OC)CC(C)CC(C)=CC(CC)C(=O)CCC2C)C(OC)CC3C)CCC1N, ClCCl. Yields the product CCOC1CC(C=C(C)C2OC(=O)C3CCCCN3C(=O)C(=O)C3(O)OC(C(OC)CC(C)CC(C)=CC(CC)C(=O)CCC2C)C(OC)CC3C)CCC1NC(=O)COC(C)=O. Reaction SMILES: [C:57]([CH3:58])(=[O:59])[O:60][CH2:61][C:62](=[O:63])[Cl:64].[CH2:1]([CH3:2])[CH:3]1[C:4](=[O:56])[CH2:5][CH2:6][CH:7]([CH3:55])[CH:8]([C:42](=[CH:43][CH:44]2[CH2:45][CH:46]([O:51][CH2:52][CH3:53])[CH:47]([NH2:50])[CH2:48][CH2:49]2)[CH3:54])[O:9][C:10](=[O:41])[CH:11]2[CH2:12][CH2:13][CH2:14][CH2:15][N:16]2[C:17](=[O:40])[C:18](=[O:39])[C:19]2([OH:38])[CH:20]([CH3:37])[CH2:21][CH:22]([O:35][CH3:36])[CH:23]([CH:24]([O:32][CH3:33])[CH2:25][CH:26]([CH3:31])[CH2:27][C:28]([CH3:30])=[CH:29]1)[O:34]2.[CH2:65]([Cl:66])[Cl:67]>>[CH2:1]([CH3:2])[CH:3]1[C:4](=[O:56])[CH2:5][CH2:6][CH:7]([CH3:55])[CH:8]([C:42](=[CH:43][CH:44]2[CH2:45][CH:46]([O:51][CH2:52][CH3:53])[CH:47]([NH:50][C:62]([CH2:61][O:60][C:57]([CH3:58])=[O:59])=[O:63])[CH2:48][CH2:49]2)[CH3:54])[O:9][C:10](=[O:41])[CH:11]2[CH2:12][CH2:13][CH2:14][CH2:15][N:16]2[C:17](=[O:40])[C:18](=[O:39])[C:19]2([OH:38])[CH:20]([CH3:37])[CH2:21][CH:22]([O:35][CH3:36])[CH:23]([CH:24]([O:32][CH3:33])[CH2:25][CH:26]([CH3:31])[CH2:27][C:28]([CH3:30])=[CH:29]1)[O:34]2.